This data is from the Open Reaction Database (ORD), a public repository of structured organic reaction records. The task is: describe an organic reaction: reactants, conditions, products, and yield Starting materials: OC1=C(C=C(C=C1)NC(C)=O)C=1N(N=CC1)C (N-(4-hydroxy-3-(2-methyl-2H-pyrazol-3-yl)phenyl)acetamide), C([O-])([O-])=O.[Cs+].[Cs+] (cesium carbonate), COCCBr (2-bromoethyl methyl ether). Solvent: CN(C)C=O (DMF). Run at temperature 110 celsius. The product is COCCOC1=C(C=C(C=C1)NC(C)=O)C=1N(N=CC1)C (N-(4-(2-methoxyethoxy)-3-(2-methyl-2H-pyrazol-3-yl)phenyl)acetamide). Isolated yield 85.0%. RXN SMILES: [OH:1][C:2]1[CH:7]=[CH:6][C:5]([NH:8][C:9](=[O:11])[CH3:10])=[CH:4][C:3]=1[C:12]1[N:13]([CH3:17])[N:14]=[CH:15][CH:16]=1.C(=O)([O-])[O-].[Cs+].[Cs+].[CH3:24][O:25][CH2:26][CH2:27]Br>CN(C=O)C>[CH3:24][O:25][CH2:26][CH2:27][O:1][C:2]1[CH:7]=[CH:6][C:5]([NH:8][C:9](=[O:11])[CH3:10])=[CH:4][C:3]=1[C:12]1[N:13]([CH3:17])[N:14]=[CH:15][CH:16]=1 |f:1.2.3|. Reported procedure: A mixture of N-(4-hydroxy-3-(2-methyl-2H-pyrazol-3-yl)phenyl)acetamide (1.16 g, 5.00 mmol), cesium carbonate (3.26 g, 10.00 mmol), and 2-bromoethyl methyl ether (0.666 mL, 7.00 mmol) in 10 mL of DMF was heated to 110° C. for 15 minutes under microwave irradiation in a heavy-walled sealed tube. The solvent was evaporated under reduced pressure, and the residue was taken up in water and extracted three times with dichloromethane. The combined extracts were dried with sodium sulfate, filtered, and ... Reactants: FC(C(C(C(=O)OCC)C1=CC=C(C=C1)C)C)(F)F (ethyl 4,4,4-trifluoro-3-methyl-2-(4-methylphenyl)butanoate), BrN1C(CCC1=O)=O (N-bromosuccinimide), N(=NC(C#N)(C)C)C(C#N)(C)C (2,2′-azobis-(2-methylpropionitrile)). Run in ClC(Cl)Cl (trichloromethane). Yields the product BrCC1=CC=C(C=C1)C(C(=O)OCC)C(C(F)(F)F)C (Ethyl 2-[4-(bromomethyl)phenyl]-4,4,4-trifluoro-3-methylbutanoate). RXN SMILES: [F:1][C:2]([F:19])([F:18])[CH:3]([CH3:17])[CH:4]([C:10]1[CH:15]=[CH:14][C:13]([CH3:16])=[CH:12][CH:11]=1)[C:5]([O:7][CH2:8][CH3:9])=[O:6].[Br:20]N1C(=O)CCC1=O.N(C(C)(C)C#N)=NC(C)(C)C#N>ClC(Cl)Cl>[Br:20][CH2:16][C:13]1[CH:12]=[CH:11][C:10]([CH:4]([CH:3]([CH3:17])[C:2]([F:18])([F:19])[F:1])[C:5]([O:7][CH2:8][CH3:9])=[O:6])=[CH:15][CH:14]=1. Procedure details: 2.25 g (8.2 mmol) of ethyl 4,4,4-trifluoro-3-methyl-2-(4-methylphenyl)butanoate, 1.53 g (8.6 mmol) of N-bromosuccinimide and 67 mg (0.41 mmol) of 2,2′-azobis-(2-methylpropionitrile) in 36 ml of trichloromethane were stirred under reflux overnight. After the reaction had gone to completion, the succinimide was filtered off and the filter residue was washed with dichloromethane. The filtrate was concentrated under reduced pressure. The crude product was purified chromatographically on silica gel (...